describe an organic reaction: reactants, conditions, products, and yield From a dataset of the Open Reaction Database (ORD), a public repository of structured organic reaction records. Reaction SMILES: C(OC([NH:8][C:9]1([C:12]2[CH:17]=[CH:16][C:15]([N:18]3[CH2:22][CH2:21][N:20]([C:23]4[CH:28]=[CH:27][C:26]([CH2:29][CH2:30][C:31]([O:33][CH3:34])=[O:32])=[CH:25][CH:24]=4)[C:19]3=[O:35])=[CH:14][CH:13]=2)[CH2:11][CH2:10]1)=O)(C)(C)C.FC(F)(F)C(O)=O>C(Cl)Cl>[NH2:8][C:9]1([C:12]2[CH:13]=[CH:14][C:15]([N:18]3[CH2:22][CH2:21][N:20]([C:23]4[CH:28]=[CH:27][C:26]([CH2:29][CH2:30][C:31]([O:33][CH3:34])=[O:32])=[CH:25][CH:24]=4)[C:19]3=[O:35])=[CH:16][CH:17]=2)[CH2:10][CH2:11]1. Solvent: C(Cl)Cl (methylene chloride). Procedure: Prepared from 1-[4-(1-tert.butyloxycarbonylamino-cyclopropyl)-phenyl]-3-[4-(2-methoxycarbonyl-ethyl)-phenyl]-imidazolidin-2-one by stirring for two hours in a 1:1 mixture of methylene chloride and trifluoroacetic acid. The product is NC1(CC1)C1=CC=C(C=C1)N1C(N(CC1)C1=CC=C(C=C1)CCC(=O)OC)=O (1-[4-(1-Amino-cyclopropyl)-phenyl]-3-[4-(2-methoxycarbonyl-ethyl)-phenyl]-imidazolidin-2-one). Reactants: FC(C(=O)O)(F)F (trifluoroacetic acid), C(C)(C)(C)OC(=O)NC1(CC1)C1=CC=C(C=C1)N1C(N(CC1)C1=CC=C(C=C1)CCC(=O)OC)=O (1-[4-(1-tert.butyloxycarbonylamino-cyclopropyl)-phenyl]-3-[4-(2-methoxycarbonyl-ethyl)-phenyl]-imidazolidin-2-one). Reactants: COC(C(=O)O)C1=NC2=C(N1COCC[Si](C)(C)C)C=CC=C2 ((RS)-methoxy-[1-(2-trimethylsilanyl-ethoxymethyl)-1H-benzoimidazol-2-yl]-acetic acid), Cl.Cl.C(C1=CC=CC=C1)OC(NC(=N)C1=CC=C(C=C1)CN)=O ([(4-aminomethyl-phenyl)-imino-methyl]-carbamic acid benzyl ester dihydrochloride). The product is C(C1=CC=CC=C1)OC(/N=C(\C1=CC=C(C=C1)CNC(C(C1=NC2=C(N1COCC[Si](C)(C)C)C=CC=C2)OC)=O)/N)=O ((RS)-[1-amino-1-[4-({2-methoxy-2-[1-(2-trimethylsilanyl-ethoxymethyl)-1H-benzoimidazol-2-yl]-acetylamino}-methyl)-phenyl]-meth-(E)-ylidene]-carbamic acid benzyl ester). As a reaction SMILES: [CH3:1][O:2][CH:3]([C:7]1[N:11]([CH2:12][O:13][CH2:14][CH2:15][Si:16]([CH3:19])([CH3:18])[CH3:17])[C:10]2[CH:20]=[CH:21][CH:22]=[CH:23][C:9]=2[N:8]=1)[C:4](O)=[O:5].Cl.Cl.[CH2:26]([O:33][C:34](=[O:46])[NH:35][C:36]([C:38]1[CH:43]=[CH:42][C:41]([CH2:44][NH2:45])=[CH:40][CH:39]=1)=[NH:37])[C:27]1[CH:32]=[CH:31][CH:30]=[CH:29][CH:28]=1>>[CH2:26]([O:33][C:34](=[O:46])/[N:35]=[C:36](/[NH2:37])\[C:38]1[CH:39]=[CH:40][C:41]([CH2:44][NH:45][C:4](=[O:5])[CH:3]([O:2][CH3:1])[C:7]2[N:11]([CH2:12][O:13][CH2:14][CH2:15][Si:16]([CH3:19])([CH3:18])[CH3:17])[C:10]3[CH:20]=[CH:21][CH:22]=[CH:23][C:9]=3[N:8]=2)=[CH:42][CH:43]=1)[C:27]1[CH:32]=[CH:31][CH:30]=[CH:29][CH:28]=1 |f:1.2.3|. Reported procedure: According to general procedure C, (RS)-methoxy-[1-(2-trimethylsilanyl-ethoxymethyl)-1H-benzoimidazol-2-yl]-acetic acid was reacted with [(4-aminomethyl-phenyl)-imino-methyl]-carbamic acid benzyl ester dihydrochloride (CAS 172348-75-3) to give (RS)-[1-amino-1-[4-({2-methoxy-2-[1-(2-trimethylsilanyl-ethoxymethyl)-1H-benzoimidazol-2-yl]-acetylamino}-methyl)-phenyl]-meth-(E)-ylidene]-carbamic acid benzyl ester. Light yellow solid. MS 602.3 ([M+H]+) The reactants are COc1ccc(C2(CF)CCC(OC)(OC)CC2)cc1OC1CCCC1, CCOC(C)=O, Cl. The product is COc1ccc(C2(CF)CCC(=O)CC2)cc1OC1CCCC1. RXN SMILES: [CH3:1][O:2][C:3]1([O:25][CH3:26])[CH2:4][CH2:5][C:6]([CH2:9][F:10])([c:11]2[cH:12][c:13]([O:19][CH:20]3[CH2:21][CH2:22][CH2:23][CH2:24]3)[c:14]([O:17][CH3:18])[cH:15][cH:16]2)[CH2:7][CH2:8]1.[CH3:28][CH2:29][O:30][C:31](=[O:32])[CH3:33].[ClH:27]>>[O:2]=[C:3]1[CH2:4][CH2:5][C:6]([CH2:9][F:10])([c:11]2[cH:12][c:13]([O:19][CH:20]3[CH2:21][CH2:22][CH2:23][CH2:24]3)[c:14]([O:17][CH3:18])[cH:15][cH:16]2)[CH2:7][CH2:8]1. The reactants are compounds 2, CCOC(=O)[C@H](CCCN=C(N)N)NC(=O)C1=CC=CC=C1 (BAEE), F3-amidine, C1CN(CCN1CCO)CCS(=O)(=O)O (HEPES), [Na+].[Cl-] (NaCl), [Cl-].[Cl-].[Ca+2] (CaCl2), C(CP(CCC(=O)O)CCC(=O)O)C(=O)O (TCEP). Reaction conditions: time 15 minute. The product is N[C@@H](CCCNC(=O)N)C(=O)O (Cit). RXN SMILES: C1N(CC[OH:9])CCN(CCS(O)(=O)=O)C1.[Na+].[Cl-].[Cl-].[Cl-].[Ca+2].C(C(O)=O)CP(CCC(O)=O)CCC(O)=O.CC[O:39][C:40]([C@@H:42]([NH:50]C(C1C=CC=CC=1)=O)[CH2:43][CH2:44][CH2:45][N:46]=[C:47](N)[NH2:48])=[O:41]>>[NH2:50][C@H:42]([C:40]([OH:39])=[O:41])[CH2:43][CH2:44][CH2:45][NH:46][C:47]([NH2:48])=[O:9] |f:1.2,3.4.5|. Reported procedure: IC50's for compounds 2 to 11 were determined analogously to the methods used to determine the IC50 for F3-amidine, 1. Briefly, inhibitors were pre-incubated with PAD4 (0.2 μM) for 15 min at 37° C. in a buffer containing 100 mM HEPES, pH 7.6, 50 mM NaCl, 10 mM CaCl2, and 0.25 mM TCEP. BAEE was then added to a final concentration of 10 mM to initiate the reaction. Reactions were then quenched after a further 15 min by flash freezing. The amount of Cit produced in the reaction was quantified using ...